From a dataset of the Open Reaction Database (ORD), a public repository of structured organic reaction records. describe an organic reaction: reactants, conditions, products, and yield Reactants: ClC=1C=CC(=C(C1)NC=O)CO (N-(5-chloro-2-hydoxymethylphenyl)formamide), [Cr](=O)(=O)([O-])O[Cr](=O)(=O)[O-].[NH+]1=CC=CC=C1.[NH+]1=CC=CC=C1 (pyridinium dichromate). Run in ClCCl (dichloromethane). Run at temperature 20 celsius, time 24 hour. The product is ClC=1C=CC(=C(C1)NC=O)C=O (N-(5-chloro-2-formylphenyl)formamide). Reaction SMILES: [Cl:1][C:2]1[CH:3]=[CH:4][C:5]([CH2:11][OH:12])=[C:6]([NH:8][CH:9]=[O:10])[CH:7]=1.[Cr](O[Cr]([O-])(=O)=O)([O-])(=O)=O.[NH+]1C=CC=CC=1.[NH+]1C=CC=CC=1>ClCCl>[Cl:1][C:2]1[CH:3]=[CH:4][C:5]([CH:11]=[O:12])=[C:6]([NH:8][CH:9]=[O:10])[CH:7]=1 |f:1.2.3|. Reported procedure: A mixture of 1.40 g of the product from stage 1 and 3.40 g of pyridinium dichromate in 350 ml of anhydrous dichloromethane was stirred for 24 hours at 20° C. The solution was then filtered and the filtrate was concentrated by evaporation in vacuo. The residue was purified by flash chromatography on silica gel with ethyl acetate/cyclohexane (1/1) as eluent, 0.88 g (64% of theory) of the title compound being obtained in crystalline form. The reactants are C(C)(C)C=1C=CC(=C(CN[C@@H]2[C@@H](N[C@@H]([C@H]2C(=O)OC)C)C2=CC=CC=C2)C1)OC ((2S*,3S*,4R*,5R*)-3-[N-(5-isopropyl-2-methoxybenzyl)amino]-4-methoxycarbonyl-5-methyl-2-phenylpyrrolidine), Cl (HCl). Conditions: time 10 minute. Product: Cl.Cl.C(=O)(O)[C@H]1[C@@H]([C@@H](N[C@@H]1C)C1=CC=CC=C1)NCC1=C(C=CC(=C1)C(C)C)OC ((2S*,3S*,4R,5R*)-4-Carboxy-3-[N-(5-isopropyl-2-methoxybenzyl)amino]-5-methyl-2-phenylpyrrolidine dihydrochloride). Isolated yield 96.0%. Reaction SMILES: [CH:1]([C:4]1[CH:5]=[CH:6][C:7]([O:28][CH3:29])=[C:8]([CH:27]=1)[CH2:9][NH:10][C@H:11]1[C@H:15]([C:16]([O:18]C)=[O:17])[C@@H:14]([CH3:20])[NH:13][C@H:12]1[C:21]1[CH:26]=[CH:25][CH:24]=[CH:23][CH:22]=1)([CH3:3])[CH3:2].[ClH:30]>>[ClH:30].[ClH:30].[C:16]([C@@H:15]1[C@@H:14]([CH3:20])[NH:13][C@@H:12]([C:21]2[CH:22]=[CH:23][CH:24]=[CH:25][CH:26]=2)[C@H:11]1[NH:10][CH2:9][C:8]1[CH:27]=[C:4]([CH:1]([CH3:2])[CH3:3])[CH:5]=[CH:6][C:7]=1[O:28][CH3:29])([OH:18])=[O:17] |f:2.3.4|. Reported procedure: A solution of (2S*,3S*,4R*,5R*)-3-[N-(5-isopropyl-2-methoxybenzyl)amino]-4-methoxycarbonyl-5-methyl-2-phenylpyrrolidine (0.39 g, 0.98 mmol) in 6M HCl aq. solution (6.0 ml) was stirred and heated at a gentle reflux for 30 minutes, wherein precipitation of white solids initiated ca. 10 minutes after refluxing. The reaction mixture was cooled to room temperature, and then EtOH (4.0 ml) was added. After the mixture was ice-cooled for 30 minutes, the white precipitates were filtered off, washed with ... Starting materials: CC=1C=CC(=NC1)S(=O)(=O)NC1=NC(=NC(=C1OC1=C(C=CC=C1)OC)OCC#CCO)C1=CC=NC=C1 (5-methyl-N-[6-(4-hydroxy-2-butynyloxy)-5-(o-methoxyphenoxy)-2-(4-pyridyl)-4-pyrimidinyl]-2-pyridine sulfonamide), C1(CCCCC1)N=C=O (cyclohexylisocyanate). Reagents/catalysts: CN(C)C=1C=CN=CC1 (DMAP). Solvent: C(Cl)(Cl)Cl (chloroform), CN(C)C=O (DMF), C(C)(=O)OCC (ethyl acetate). Reaction conditions: temperature 70 celsius, time 72 hour. Product: CC=1C=CC(=NC1)S(=O)(=O)NC1=C(C(=NC(=N1)C1=CC=NC=C1)OCC#CCOC(NC1CCCCC1)=O)OC1=C(C=CC=C1)OC (cyclohexylcarbamic acid 4-[6-(5-methylpyridine-2-sulfonylamino)-5-(2-methoxy-phenoxy)-2-pyridin-4-yl-pyrimidin-4-yloxy]-but-2-ynyl ester). RXN SMILES: [CH3:1][C:2]1[CH:3]=[CH:4][C:5]([S:8]([NH:11][C:12]2[C:17]([O:18][C:19]3[CH:24]=[CH:23][CH:22]=[CH:21][C:20]=3[O:25][CH3:26])=[C:16]([O:27][CH2:28][C:29]#[C:30][CH2:31][OH:32])[N:15]=[C:14]([C:33]3[CH:38]=[CH:37][N:36]=[CH:35][CH:34]=3)[N:13]=2)(=[O:10])=[O:9])=[N:6][CH:7]=1.[CH:39]1([N:45]=[C:46]=[O:47])[CH2:44][CH2:43][CH2:42][CH2:41][CH2:40]1>CN(C1C=CN=CC=1)C.C(Cl)(Cl)Cl.CN(C=O)C.C(OCC)(=O)C>[CH3:1][C:2]1[CH:3]=[CH:4][C:5]([S:8]([NH:11][C:12]2[N:13]=[C:14]([C:33]3[CH:34]=[CH:35][N:36]=[CH:37][CH:38]=3)[N:15]=[C:16]([O:27][CH2:28][C:29]#[C:30][CH2:31][O:32][C:46](=[O:47])[NH:45][CH:39]3[CH2:44][CH2:43][CH2:42][CH2:41][CH2:40]3)[C:17]=2[O:18][C:19]2[CH:24]=[CH:23][CH:22]=[CH:21][C:20]=2[O:25][CH3:26])(=[O:10])=[O:9])=[N:6][CH:7]=1. Procedure: Under argon, a suspension of 50 mg of 5-methyl-N-[6-(4-hydroxy-2-butynyloxy)-5-(o-methoxyphenoxy)-2-(4-pyridyl)-4-pyrimidinyl]-2-pyridine sulfonamide (Example 3), 10 mg of DMAP and 25 μl of cyclohexylisocyanate in 4 ml of chloroform and 3 ml of DMF was stirred for 72 h at 70° C. The mixture was diluted with 50 ml of ethyl acetate and washed with 50 ml of 10% aqueous citric acid and 2×25 mlf of water. The organic phase was dried over MgSO4 and evaporated. The crude product was purified by column ... Reactants: CC(C)([O-])C.[K+] (potassium tert-butoxide), O=O (oxygen), ClC=1C=NC2=CC=C(C=C2C1CCCC1C(CN(CC1)C(=O)OC(C)(C)C)C(=O)O)OC ((3RS,4RS)-4-[3-(3-chloro-6-methoxyquinolin-4-yl)propyl]-1-(tert-butyloxycarbonyl)piperidine-3-carboxylic acid), O=O (oxygen), C(C)(=O)OC (methyl acetate). The solvent is C(C)(C)(C)O (tert-butanol), O (water), C(C)(=O)O (acetic acid), CS(=O)C (dimethyl sulfoxide), C(C)(C)(C)O (tert-butanol), O (water). Run at temperature 0 celsius, time 2 hour. Product: OC(CCC1C(CN(CC1)C(=O)OC(C)(C)C)C(=O)O)C1=C(C=NC2=CC=C(C=C12)OC)Cl ((3RS,4RS)-4-[3-(R,S)-hydroxy-3-(3-chloro-6-methoxyquinolin-4-yl)propyl]-1-(tert-butyloxy-carbonyl)piperidine-3-carboxylic acid). Isolated yield 88.5%. Reaction SMILES: [Cl:1][C:2]1[CH:3]=[N:4][C:5]2[C:10]([C:11]=1[CH2:12][CH2:13][CH2:14][CH:15]1[CH2:20][CH2:19][N:18]([C:21]([O:23][C:24]([CH3:27])([CH3:26])[CH3:25])=[O:22])[CH2:17][CH:16]1[C:28]([OH:30])=[O:29])=[CH:9][C:8]([O:31][CH3:32])=[CH:7][CH:6]=2.O=O.CC(C)([O-:38])C.[K+].C(OC)(=O)C>CS(C)=O.C(O)(C)(C)C.O.C(O)(=O)C>[OH:38][CH:12]([C:11]1[C:10]2[C:5](=[CH:6][CH:7]=[C:8]([O:31][CH3:32])[CH:9]=2)[N:4]=[CH:3][C:2]=1[Cl:1])[CH2:13][CH2:14][CH:15]1[CH2:20][CH2:19][N:18]([C:21]([O:23][C:24]([CH3:27])([CH3:25])[CH3:26])=[O:22])[CH2:17][CH:16]1[C:28]([OH:30])=[O:29] |f:2.3|. Procedure: 100 cm3 of tert-butanol are added to 5.55 g of (3RS,4RS)-4-[3-(3-chloro-6-methoxyquinolin-4-yl)propyl]-1-(tert-butyloxycarbonyl)piperidine-3-carboxylic acid in 450 cm3 of dimethyl sulfoxide, and the reaction mixture is then saturated with oxygen for 30 minutes. A solution of 3.36 g of potassium tert-butoxide in 40 cm3 of tert-butanol is then added over 40 minutes. The mixture is allowed to stir for 2 hours while maintaining the oxygen flow rate, and then the medium is cooled to around 0° C. in o... The reactants are CC=1NC(=C(C(C1[N+](=O)[O-])C1=C(C=CC=C1)Cl)C(=O)OCCO)C (β-hydroxyethyl 1,4-dihydro-2,6-dimethyl-3-nitro-4-(2-chlorophenyl)-pyridine-5-carboxylate), N1=CC=CC=C1 (pyridine), O (water). Solvent: C(C)(=O)OC(C)=O (acetic anhydride). Yields the product CC=1NC(=C(C(C1[N+](=O)[O-])C1=C(C=CC=C1)Cl)C(=O)OCCOC(C)=O)C (β-Acetoxyethyl 1,4-dihydro-2,6-dimethyl-3-nitro-4-(2-chlorophenyl)-pyridine-5-carboxylate). RXN SMILES: [CH3:1][C:2]1[NH:3][C:4]([CH3:24])=[C:5]([C:18]([O:20][CH2:21][CH2:22][OH:23])=[O:19])[CH:6]([C:11]2[CH:16]=[CH:15][CH:14]=[CH:13][C:12]=2[Cl:17])[C:7]=1[N+:8]([O-:10])=[O:9].[OH2:25].N1[CH:31]=[CH:30]C=CC=1>C(OC(=O)C)(=O)C>[CH3:1][C:2]1[NH:3][C:4]([CH3:24])=[C:5]([C:18]([O:20][CH2:21][CH2:22][O:23][C:30](=[O:25])[CH3:31])=[O:19])[CH:6]([C:11]2[CH:16]=[CH:15][CH:14]=[CH:13][C:12]=2[Cl:17])[C:7]=1[N+:8]([O-:10])=[O:9]. Procedure: 1 g of β-hydroxyethyl 1,4-dihydro-2,6-dimethyl-3-nitro-4-(2-chlorophenyl)-pyridine-5-carboxylate is stirred overnight in a mixture of 15 ml of pyridine and 15 ml of acetic anhydride. The mixture is poured into water and extracted with ethyl acetate and the extract is washed with 1 N HCl, water, sodium bicarbonate solution and water again, dried and concentrated. The evaporation residue is crystallized with ethanol, filtered off with suction and washed with ethanol. 800 mg of a yellow-coloured co... The reactants are C1(=CC=CC=C1)N=C=O (phenyl isocyanate), CN(CCC1=CC=CC=C1)C1CCNCC1 (4-[N-methyl-N-(2-phenylethyl)-amino]piperidine). Run in C(Cl)(Cl)Cl (chloroform). Reaction conditions: time 2 hour. Yields the product CN(CCC1=CC=CC=C1)C1CCN(CC1)C(=O)NC1=CC=CC=C1 (4-[N-methyl-N-(2-phenylethyl)amino]-1-anilinocarbonylpiperidine). Reaction SMILES: [C:1]1([N:7]=[C:8]=[O:9])[CH:6]=[CH:5][CH:4]=[CH:3][CH:2]=1.[CH3:10][N:11]([CH:20]1[CH2:25][CH2:24][NH:23][CH2:22][CH2:21]1)[CH2:12][CH2:13][C:14]1[CH:19]=[CH:18][CH:17]=[CH:16][CH:15]=1>C(Cl)(Cl)Cl>[CH3:10][N:11]([CH:20]1[CH2:21][CH2:22][N:23]([C:8]([NH:7][C:1]2[CH:6]=[CH:5][CH:4]=[CH:3][CH:2]=2)=[O:9])[CH2:24][CH2:25]1)[CH2:12][CH2:13][C:14]1[CH:19]=[CH:18][CH:17]=[CH:16][CH:15]=1. Reported procedure: 1.0 ml of phenyl isocyanate was added to a solution of 1.0 g of 4-[N-methyl-N-(2-phenylethyl)-amino]piperidine in 15 ml of chloroform. The mixture was stirred at room temperature for 2 hours. The reaction mixture was concentrated under reduced pressure. To the residue was added diethyl ether for crystallization. The resulting crystals were collected by filtration and recrystallized from ethyl acetate to obtain 0.7 g of 4-[N-methyl-N-(2-phenylethyl)amino]-1-anilinocarbonylpiperidine as colorless ... Starting materials: CCC(C)n1cc(C)c2c(C(=O)NCc3c(C)cc(C)[nH]c3=O)cc(Br)cc21, O=C([O-])[O-], CN(C)Cc1cccc(B2OC(C)(C)C(C)(C)O2)c1, Cl, [Cs+], [Cs+], CN(C)C=O, O. Product: CCC(C)n1cc(C)c2c(C(=O)NCc3c(C)cc(C)[nH]c3=O)cc(-c3cccc(CN(C)C)c3)cc21. Reaction SMILES: [Br:1][c:2]1[cH:3][c:4]([C:16](=[O:17])[NH:18][CH2:19][c:20]2[c:21](=[O:28])[nH:22][c:23]([CH3:27])[cH:24][c:25]2[CH3:26])[c:5]2[c:6]([CH3:15])[cH:7][n:8]([CH:11]([CH3:12])[CH2:13][CH3:14])[c:9]2[cH:10]1.[C:49](=[O:50])([O-:51])[O-:52].[CH3:29][N:30]([CH2:31][c:32]1[cH:33][c:34]([B:38]2[O:39][C:40]([CH3:41])([CH3:42])[C:43]([CH3:44])([CH3:45])[O:46]2)[cH:35][cH:36][cH:37]1)[CH3:47].[ClH:48].[Cs+:53].[Cs+:54].[O:55]=[CH:56][N:57]([CH3:58])[CH3:59].[OH2:60]>>[c:2]1(-[c:34]2[cH:33][c:32]([CH2:31][N:30]([CH3:29])[CH3:47])[cH:37][cH:36][cH:35]2)[cH:3][c:4]([C:16](=[O:17])[NH:18][CH2:19][c:20]2[c:21](=[O:28])[nH:22][c:23]([CH3:27])[cH:24][c:25]2[CH3:26])[c:5]2[c:6]([CH3:15])[cH:7][n:8]([CH:11]([CH3:12])[CH2:13][CH3:14])[c:9]2[cH:10]1.